Task: describe an organic reaction: reactants, conditions, products, and yield. Dataset: the Open Reaction Database (ORD), a public repository of structured organic reaction records The reactants are S1C=C(C=C1)C1=NC2=C(NC3=C1C=CC=C3)N=CC=C2 (6-(3-thienyl)11H-pyrido[2,3-b][1,4]benzodiazepine), [H-].[Na+] (sodium hydride), CN(CCCCl)C (3-dimethylaminopropyl chloride). Product: CN(CCCN1C2=C(N=C(C3=C1C=CC=C3)C3=CSC=C3)C=CC=N2)C (N,N-Dimethyl-6-(3-thienyl)-11H-pyrido[2,3-b][1,4]benzodiazepine-11-propanamine). Reaction SMILES: [S:1]1[CH:5]=[CH:4][C:3]([C:6]2[C:12]3[CH:13]=[CH:14][CH:15]=[CH:16][C:11]=3[NH:10][C:9]3[N:17]=[CH:18][CH:19]=[CH:20][C:8]=3[N:7]=2)=[CH:2]1.[H-].[Na+].[CH3:23][N:24]([CH3:29])[CH2:25][CH2:26][CH2:27]Cl>>[CH3:23][N:24]([CH3:29])[CH2:25][CH2:26][CH2:27][N:10]1[C:11]2[CH:16]=[CH:15][CH:14]=[CH:13][C:12]=2[C:6]([C:3]2[CH:4]=[CH:5][S:1][CH:2]=2)=[N:7][C:8]2[CH:20]=[CH:19][CH:18]=[N:17][C:9]1=2 |f:1.2|. Procedure: Following the procedure of Example 23, 6-(3-thienyl)11H-pyrido[2,3-b][1,4]benzodiazepine is reacted with sodium hydride followed by reaction with 3-dimethylaminopropyl chloride to give the title compound. Starting materials: COC(=N)N[N+](=O)[O-], ClC(Cl)Cl, Cl, NCc1cnc(Cl)s1, [Na+], [OH-], O. Yields the product COC(=N[N+](=O)[O-])NCc1cnc(Cl)s1. RXN SMILES: [CH3:10][O:11][C:12]([NH:13][N+:14](=[O:15])[O-:16])=[NH:17].[CH:21]([Cl:22])([Cl:23])[Cl:24].[ClH:9].[NH2:1][CH2:2][c:3]1[cH:4][n:5][c:6]([Cl:8])[s:7]1.[Na+:19].[OH-:18].[OH2:20]>>[NH:1]([CH2:2][c:3]1[cH:4][n:5][c:6]([Cl:8])[s:7]1)[C:12]([O:11][CH3:10])=[N:13][N+:14](=[O:15])[O-:16]. Starting materials: BrC1=C(C=C(C=C1)F)C (2-Bromo-5-fluorotoluene), NC1=CC(=C(C=C1)C(=O)C1=C(C=C(C=C1)C(=O)N1CCOCC1)C)Cl ((4-Amino-2-chloro-phenyl)-[2-methyl-4-(morpholine-4-carbonyl)-phenyl]-methanone), C1=CC=C(C=C1)P(C2=CC=CC=C2)C3=C(C4=CC=CC=C4C=C3)C5=C(C=CC6=CC=CC=C65)P(C7=CC=CC=C7)C8=CC=CC=C8 (Rac-BINAP), C(=O)([O-])[O-].[Cs+].[Cs+] (Cs2CO3). The reagents and catalysts are C=1C=CC(=CC1)/C=C/C(=O)/C=C/C2=CC=CC=C2.C=1C=CC(=CC1)/C=C/C(=O)/C=C/C2=CC=CC=C2.C=1C=CC(=CC1)/C=C/C(=O)/C=C/C2=CC=CC=C2.[Pd].[Pd] (Pd2(dba)3). Run in O1CCOCC1 (1,4-dioxane). Conditions: temperature 100 celsius, time 48 hour. Product: ClC1=C(C=CC(=C1)NC1=C(C=C(C=C1)F)C)C(=O)C1=C(C=C(C=C1)C(=O)N1CCOCC1)C ([2-Chloro-4-(4-fluoro-2-methyl-phenylamino)-phenyl]-[2-methyl-4-(morpholine-4-carbonyl)-phenyl]-methanone). RXN SMILES: Br[C:2]1[CH:7]=[CH:6][C:5]([F:8])=[CH:4][C:3]=1[CH3:9].[NH2:10][C:11]1[CH:16]=[CH:15][C:14]([C:17]([C:19]2[CH:24]=[CH:23][C:22]([C:25]([N:27]3[CH2:32][CH2:31][O:30][CH2:29][CH2:28]3)=[O:26])=[CH:21][C:20]=2[CH3:33])=[O:18])=[C:13]([Cl:34])[CH:12]=1.C1C=CC(P(C2C=CC3C(=CC=CC=3)C=2C2C3C(=CC=CC=3)C=CC=2P(C2C=CC=CC=2)C2C=CC=CC=2)C2C=CC=CC=2)=CC=1.C([O-])([O-])=O.[Cs+].[Cs+]>O1CCOCC1.C1C=CC(/C=C/C(/C=C/C2C=CC=CC=2)=O)=CC=1.C1C=CC(/C=C/C(/C=C/C2C=CC=CC=2)=O)=CC=1.C1C=CC(/C=C/C(/C=C/C2C=CC=CC=2)=O)=CC=1.[Pd].[Pd]>[Cl:34][C:13]1[CH:12]=[C:11]([NH:10][C:2]2[CH:7]=[CH:6][C:5]([F:8])=[CH:4][C:3]=2[CH3:9])[CH:16]=[CH:15][C:14]=1[C:17]([C:19]1[CH:24]=[CH:23][C:22]([C:25]([N:27]2[CH2:32][CH2:31][O:30][CH2:29][CH2:28]2)=[O:26])=[CH:21][C:20]=1[CH3:33])=[O:18] |f:3.4.5,7.8.9.10.11|. Procedure details: 2-Bromo-5-fluorotoluene (56 μL, 0.44 mmol) was dissolved in 3 mL dry 1,4-dioxane in a vial under an argon atmosphere. Compound 468 (132 mg, 0.37 mmol) was added and dissolved in the solvent. Rac-BINAP (8.6 mg, 0.014 mmol), Pd2(dba)3 (8.5 mg, 0.009 mmol) and Cs2CO3 (169 mg, 0.52 mmol) were added, and the reaction mixture was stirred under an argon atmosphere at 100° C. for 48 h. The reaction mixture was filtered and then purified by flash chromatography using EtOAc/DCM 1:3 as the eluent to afford...